This data is from the Open Reaction Database (ORD), a public repository of structured organic reaction records. The task is: describe an organic reaction: reactants, conditions, products, and yield Starting materials: C=C[Sn](CCCC)(CCCC)CCCC, Cc1ccccc1, Nc1cnc(F)c(Br)c1, [Pd], c1ccc(P(c2ccccc2)c2ccccc2)cc1, c1ccc(P(c2ccccc2)c2ccccc2)cc1, c1ccc(P(c2ccccc2)c2ccccc2)cc1, c1ccc(P(c2ccccc2)c2ccccc2)cc1. Yields the product C=Cc1cc(N)cnc1F. RXN SMILES: [CH2:10]([CH2:11][CH2:23][CH3:24])[Sn:12]([CH2:13][CH2:14][CH2:15][CH3:16])([CH2:17][CH2:18][CH2:19][CH3:20])[CH:21]=[CH2:22].[CH3:25][c:26]1[cH:27][cH:28][cH:29][cH:30][cH:31]1.[NH2:1][c:2]1[cH:3][c:4]([Br:9])[c:5]([F:8])[n:6][cH:7]1.[Pd:32].[c:33]1([P:34]([c:35]2[cH:36][cH:37][cH:38][cH:39][cH:40]2)[c:41]2[cH:42][cH:43][cH:44][cH:45][cH:46]2)[cH:47][cH:48][cH:49][cH:50][cH:51]1.[c:52]1([P:53]([c:54]2[cH:55][cH:56][cH:57][cH:58][cH:59]2)[c:60]2[cH:61][cH:62][cH:63][cH:64][cH:65]2)[cH:66][cH:67][cH:68][cH:69][cH:70]1.[c:71]1([P:72]([c:73]2[cH:74][cH:75][cH:76][cH:77][cH:78]2)[c:79]2[cH:80][cH:81][cH:82][cH:83][cH:84]2)[cH:85][cH:86][cH:87][cH:88][cH:89]1.[c:90]1([P:91]([c:92]2[cH:93][cH:94][cH:95][cH:96][cH:97]2)[c:98]2[cH:99][cH:100][cH:101][cH:102][cH:103]2)[cH:104][cH:105][cH:106][cH:107][cH:108]1>>[NH2:1][c:2]1[cH:3][c:4]([CH:10]=[CH2:11])[c:5]([F:8])[n:6][cH:7]1. The yield is 46.8%. Reaction conditions: temperature 0 celsius, time 45 minute. Reported procedure: To a solution of tert-butyl (2R,3S)-2-amino-3-cyclohexyl-3-(trimethylsilyloxy)propyl(methyl)carbamate (79.8 mg, 0.223 mmol) in anhydrous CH2Cl2 (2 mL) were added DIEA (190 μL, 1.12 mmol) and CDI (36.2 mg, 0.223 mmol). The mixture was stirred at 0° C. for 45 min, and methyl (S)-4-(2-chloro-3-fluorophenyl)-4-hydroxy-4-((R)-piperidin-3-yl)butylcarbamate (80.0 mg, 0.223 mmol) was added in one portion and the mixture was allowed to warm to rt and stirred overnight. The reaction was quenched with wate... RXN SMILES: [NH2:1][C@@H:2]([C@H:13]([CH:19]1[CH2:24][CH2:23][CH2:22][CH2:21][CH2:20]1)[O:14][Si](C)(C)C)[CH2:3][N:4]([CH3:12])[C:5](=[O:11])[O:6][C:7]([CH3:10])([CH3:9])[CH3:8].CCN(C(C)C)C(C)C.C1N=CN([C:39]([N:41]2[CH:45]=N[CH:43]=[CH:42]2)=[O:40])C=1.[Cl:46][C:47]1[C:52]([F:53])=[CH:51][CH:50]=[CH:49][C:48]=1[C@@:54]([OH:69])([C@@H:63]1CCCN[CH2:64]1)[CH2:55][CH2:56][CH2:57][NH:58][C:59](=[O:62])[O:60][CH3:61]>C(Cl)Cl>[Cl:46][C:47]1[C:52]([F:53])=[CH:51][CH:50]=[CH:49][C:48]=1[C@:54]([C@@H:63]1[CH2:64][CH2:43][CH2:42][N:41]([C:39](=[O:40])[NH:1][C@H:2]([CH2:3][N:4]([CH3:12])[C:5]([O:6][C:7]([CH3:10])([CH3:9])[CH3:8])=[O:11])[C@H:13]([CH:19]2[CH2:24][CH2:23][CH2:22][CH2:21][CH2:20]2)[OH:14])[CH2:45]1)([OH:69])[CH2:55][CH2:56][CH2:57][NH:58][C:59](=[O:62])[O:60][CH3:61]. The product is ClC1=C(C=CC=C1F)[C@@](CCCNC(OC)=O)(O)[C@H]1CN(CCC1)C(N[C@@H]([C@@H](O)C1CCCCC1)CN(C(=O)OC(C)(C)C)C)=O (methyl (S)-4-(2-chloro-3-fluorophenyl)-4-((R)-1-((1S,2R)-1-cyclohexyl-1-hydroxy-3-(N-methyl-N-(t-butoxycarbonyl)amino)propan-2-ylcarbamoyl)piperidin-3-yl)-4-hydroxybutylcarbamate). The solvent is C(Cl)Cl (CH2Cl2). The reactants are N[C@H](CN(C(OC(C)(C)C)=O)C)[C@@H](O[Si](C)(C)C)C1CCCCC1 (tert-butyl (2R,3S)-2-amino-3-cyclohexyl-3-(trimethylsilyloxy)propyl(methyl)carbamate), CCN(C(C)C)C(C)C (DIEA), C1=CN(C=N1)C(=O)N2C=CN=C2 (CDI), ClC1=C(C=CC=C1F)[C@](CCCNC(OC)=O)([C@H]1CNCCC1)O (methyl (S)-4-(2-chloro-3-fluorophenyl)-4-hydroxy-4-((R)-piperidin-3-yl)butylcarbamate). The reactants are C1=CC=CC=C1 (benzene), C1(CCCCC1)N (cyclohexylamine), IC1=C(C(=O)Cl)C=CC=C1 (o-iodobenzoyl chloride). Solvent: O1CCCC1 (tetrahydrofuran). Yields the product C1(CCCCC1)NC(C1=C(C=CC=C1)I)=O (N-cyclohexyl-o-iodobenzamide). RXN SMILES: [CH:1]1([NH2:7])[CH2:6][CH2:5][CH2:4][CH2:3][CH2:2]1.[I:8][C:9]1[CH:17]=[CH:16][CH:15]=[CH:14][C:10]=1[C:11](Cl)=[O:12].C1C=CC=CC=1>O1CCCC1>[CH:1]1([NH:7][C:11](=[O:12])[C:10]2[CH:14]=[CH:15][CH:16]=[CH:17][C:9]=2[I:8])[CH2:6][CH2:5][CH2:4][CH2:3][CH2:2]1. Procedure details: In accordance with the procedure of Example 3, 12.1 g of cyclohexylamine was reacted with 8.0 g of o-iodobenzoyl chloride in 20 ml of tetrahydrofuran. There was obtained by recrystallization from benzene 5.7 g of fine white crystals of N-cyclohexyl-o-iodobenzamide, m.p. 148°-149°, Rf 0.74. Reactants: FC1=CC(=C(C=C1)C1=CC=C(N)C=C1)OC (4-(4'-fluoro-2'-methoxyphenyl)-aniline), S(O)(O)(=O)=O (sulfuric acid), diazonium acetate, C(C)(=O)O (acetic acid), N(=O)[O-].[Na+] (sodium nitrite), diazonium salt. Solvent: O (water), O (water). Run at time 5 minute. Yields the product FC1=CC(=C(C=C1)C1=CC=C(C=C1)O)OC (4-(4'-fluoro-2'-methoxyphenyl)-phenol). As a reaction SMILES: [F:1][C:2]1[CH:7]=[CH:6][C:5]([C:8]2[CH:14]=[CH:13][C:11](N)=[CH:10][CH:9]=2)=[C:4]([O:15][CH3:16])[CH:3]=1.C(O)(=[O:19])C.N([O-])=O.[Na+].S(=O)(=O)(O)O>O>[F:1][C:2]1[CH:7]=[CH:6][C:5]([C:8]2[CH:14]=[CH:13][C:11]([OH:19])=[CH:10][CH:9]=2)=[C:4]([O:15][CH3:16])[CH:3]=1 |f:2.3|. Procedure: A solution of 32.00 grams of 4-(4'-fluoro-2'-methoxyphenyl)-aniline in 120 ml. of glacial acetic acid is cooled to 10° - 12° C. To this solution is added slowly a solution of 12.25 grams of sodium nitrite in 120 ml. of water with stirring and continued cooling. Five minutes after this addition, the suspension of the diazonium acetate is added slowly to a boiling solution of 100 ml. of concentrated sulfuric acid and 200 ml. of water. After the final addition of the diazonium salt, the suspension ...